Dataset: the Open Reaction Database (ORD), a public repository of structured organic reaction records. Task: describe an organic reaction: reactants, conditions, products, and yield Reactants: CO, C=[N+]=[N-], O=C(O)c1ccc2c(c1)Sc1ccc(F)cc1C(O)=C2. Product: COC(=O)c1ccc2c(c1)Sc1ccc(F)cc1C(O)=C2. Reaction SMILES: [CH3:24][OH:25].[N+:21](=[N-:22])=[CH2:23].[OH:1][C:2]1=[CH:3][c:4]2[c:5]([cH:14][c:15]([C:18](=[O:19])[OH:20])[cH:16][cH:17]2)[S:6][c:7]2[c:8]1[cH:9][c:10]([F:13])[cH:11][cH:12]2>>[OH:1][C:2]1=[CH:3][c:4]2[c:5]([cH:14][c:15]([C:18]([O:19][CH3:23])=[O:20])[cH:16][cH:17]2)[S:6][c:7]2[c:8]1[cH:9][c:10]([F:13])[cH:11][cH:12]2.